Dataset: the Open Reaction Database (ORD), a public repository of structured organic reaction records. Task: describe an organic reaction: reactants, conditions, products, and yield The reactants are CCCC(NC(=O)OC(C)(C)C)C(=O)Nc1cc(C(C)(C)C)on1, Nc1ccon1. The product is CC(NC(=O)OC(C)(C)C)C(=O)Nc1cc(C(C)(C)C)on1. RXN SMILES: [C:1]([CH3:2])([CH3:3])([CH3:4])[O:5][C:6]([NH:7][CH:8]([CH2:9][CH2:10][CH3:11])[C:12]([NH:13][c:14]1[n:15][o:16][c:17]([C:19]([CH3:20])([CH3:21])[CH3:22])[cH:18]1)=[O:23])=[O:24].[NH2:25][c:26]1[cH:27][cH:28][o:29][n:30]1>>[C:1]([CH3:2])([CH3:3])([CH3:4])[O:5][C:6]([NH:7][CH:8]([CH3:9])[C:12]([NH:13][c:14]1[n:15][o:16][c:17]([C:19]([CH3:20])([CH3:21])[CH3:22])[cH:18]1)=[O:23])=[O:24].